Dataset: the Open Reaction Database (ORD), a public repository of structured organic reaction records. Task: describe an organic reaction: reactants, conditions, products, and yield Reactants: OCc1cc(-c2ccccc2)n(Cc2ccccc2)c1Cl, C[N+]1([O-])CCOCC1, CCC[N+](CCC)(CCC)CCC, ClCCl, O=[Ru](=O)(=O)[O-]. The product is O=Cc1cc(-c2ccccc2)n(Cc2ccccc2)c1Cl. RXN SMILES: [CH2:1]([c:2]1[cH:3][cH:4][cH:5][cH:6][cH:7]1)[n:8]1[c:9]([Cl:21])[c:10]([CH2:19][OH:20])[cH:11][c:12]1-[c:13]1[cH:14][cH:15][cH:16][cH:17][cH:18]1.[CH3:22][N+:23]1([O-:24])[CH2:25][CH2:26][O:27][CH2:28][CH2:29]1.[CH3:33][CH2:34][CH2:35][N+:36]([CH2:37][CH2:38][CH3:39])([CH2:40][CH2:41][CH3:42])[CH2:43][CH2:44][CH3:45].[Cl:30][CH2:31][Cl:32].[O:46]=[Ru:47](=[O:48])([O-:49])=[O:50]>>[CH2:1]([c:2]1[cH:3][cH:4][cH:5][cH:6][cH:7]1)[n:8]1[c:9]([Cl:21])[c:10]([CH:19]=[O:20])[cH:11][c:12]1-[c:13]1[cH:14][cH:15][cH:16][cH:17][cH:18]1. Reactants: COC(CBr)OC (bromoacetaldehyde dimethyl acetal), Cl (hydrochloric acid), C(C1=CC=CC=C1)OC1=CC(=CC(=N1)N)C1=CC=CC=C1 (6-(benzyloxy)-4-phenylpyridin-2-amine), C([O-])(O)=O.[Na+] (sodium bicarbonate). The solvent is O (water), C(C)(=O)OCC (ethyl acetate), O1CCOCC1 (1,4-dioxane). Run at time 2 hour. The product is C(C1=CC=CC=C1)OC1=CC(=CC=2N1C=CN2)C2=CC=CC=C2 (5-(benzyloxy)-7-phenylimidazo[1,2-a]pyridine). Reaction SMILES: CO[CH:3](OC)[CH2:4]Br.Cl.C(=O)(O)[O-].[Na+].[CH2:14]([O:21][C:22]1[N:27]=[C:26]([NH2:28])[CH:25]=[C:24]([C:29]2[CH:34]=[CH:33][CH:32]=[CH:31][CH:30]=2)[CH:23]=1)[C:15]1[CH:20]=[CH:19][CH:18]=[CH:17][CH:16]=1>O.O1CCOCC1.C(OCC)(=O)C>[CH2:14]([O:21][C:22]1[N:27]2[CH:3]=[CH:4][N:28]=[C:26]2[CH:25]=[C:24]([C:29]2[CH:34]=[CH:33][CH:32]=[CH:31][CH:30]=2)[CH:23]=1)[C:15]1[CH:16]=[CH:17][CH:18]=[CH:19][CH:20]=1 |f:2.3|. Procedure: To a solution of bromoacetaldehyde dimethyl acetal (0.16 mL, 1.38 mmol) in water (2 mL) was added hydrochloric acid (0.046 mL, 0.276 mmol). After stirring at room temperature for 2 hours, the reaction was heated to 80° C. for 40 mins to give a clear solution. The reaction was cooled down to room temperature, and sodium bicarbonate (147 mg, 1.75 mmol) was added, followed by a solution of 6-(benzyloxy)-4-phenylpyridin-2-amine (254 mg, 0.919 mmol) in 1,4-dioxane (2 mL). The reaction was stirred ove...